Task: describe an organic reaction: reactants, conditions, products, and yield. Dataset: the Open Reaction Database (ORD), a public repository of structured organic reaction records Reactants: CC(=O)N(C)c1ccc(NC(=O)OCC(Cl)(Cl)Cl)cc1, CS(C)=O, CCN(C(C)C)C(C)C, O, c1ccc(-c2csc(N3CCNCC3)n2)cc1. Product: CC(=O)N(C)c1ccc(NC(=O)N2CCN(c3nc(-c4ccccc4)cs3)CC2)cc1. RXN SMILES: [C:1]([CH3:2])(=[O:3])[N:4]([c:5]1[cH:6][cH:7][c:8]([NH:11][C:12]([O:13][CH2:14][C:15]([Cl:16])([Cl:17])[Cl:18])=[O:19])[cH:9][cH:10]1)[CH3:20].[CH3:47][S:48]([CH3:49])=[O:50].[CH:38]([N:39]([CH:40]([CH3:41])[CH3:42])[CH2:43][CH3:44])([CH3:45])[CH3:46].[OH2:51].[c:21]1(-[c:27]2[n:28][c:29]([N:32]3[CH2:33][CH2:34][NH:35][CH2:36][CH2:37]3)[s:30][cH:31]2)[cH:22][cH:23][cH:24][cH:25][cH:26]1>>[C:1]([CH3:2])(=[O:3])[N:4]([c:5]1[cH:6][cH:7][c:8]([NH:11][C:12](=[O:19])[N:35]2[CH2:34][CH2:33][N:32]([c:29]3[n:28][c:27](-[c:21]4[cH:22][cH:23][cH:24][cH:25][cH:26]4)[cH:31][s:30]3)[CH2:37][CH2:36]2)[cH:9][cH:10]1)[CH3:20]. Starting materials: S1C(SC=C1)=C(C(=O)OC(C)C)C(=O)OC(=O)OCC (Isopropyl 2-(1,3-dithiol-2-ylidene)-2-(ethoxycarbonyloxy-carbonyl)acetate), C(C=1C(N)=CC=CC1)(=O)O (anthranilic acid), ice water. Run in CN(C)C=O (DMF). Reaction conditions: temperature 60 celsius. Product: S1C(SC=C1)=C(C(=O)OC(C)C)C(NC1=C(C=CC=C1)C(=O)O)=O (Isopropyl 2-(1,3-dithiol-2-ylidene)-2-[N-(2-carboxyphenyl)carbamoyl]acetate). RXN SMILES: [S:1]1[CH:5]=[CH:4][S:3][C:2]1=[C:6]([C:13]([O:15]C(OCC)=O)=O)[C:7]([O:9][CH:10]([CH3:12])[CH3:11])=[O:8].[C:21]([OH:30])(=[O:29])[C:22]1[C:23](=[CH:25][CH:26]=[CH:27][CH:28]=1)[NH2:24]>CN(C=O)C>[S:3]1[CH:4]=[CH:5][S:1][C:2]1=[C:6]([C:13](=[O:15])[NH:24][C:23]1[CH:25]=[CH:26][CH:27]=[CH:28][C:22]=1[C:21]([OH:30])=[O:29])[C:7]([O:9][CH:10]([CH3:11])[CH3:12])=[O:8]. Procedure details: Isopropyl 2-(1,3-dithiol-2-ylidene)-2-(ethoxycarbonyloxy-carbonyl)acetate (15.9 g) and anthranilic acid (14 dissolved in DMF (100 ml). The mixture was stirred at 60° C. for hrs. The reaction mixture was poured into ice-water. The solid formed was filtered and recrystallized from ethyl acetate to give the titled compound. (5.6 g, 30.7%)